Dataset: the Open Reaction Database (ORD), a public repository of structured organic reaction records. Task: describe an organic reaction: reactants, conditions, products, and yield Starting materials: COc1cccc2c1CCCC(=O)C2, Cc1ccccc1, NCc1ccccc1, O, Cc1ccc(S(=O)(=O)O)cc1. The product is COc1cccc2c1CCCC(NCc1ccccc1)C2. As a reaction SMILES: [CH3:1][O:2][c:3]1[cH:4][cH:5][cH:6][c:7]2[c:8]1[CH2:9][CH2:10][CH2:11][C:12](=[O:14])[CH2:13]2.[CH3:35][c:36]1[cH:37][cH:38][cH:39][cH:40][cH:41]1.[NH2:15][CH2:16][c:17]1[cH:18][cH:19][cH:20][cH:21][cH:22]1.[OH2:23].[c:24]1([CH3:25])[cH:26][cH:27][c:28]([S:29]([OH:30])(=[O:31])=[O:32])[cH:33][cH:34]1>>[CH3:1][O:2][c:3]1[cH:4][cH:5][cH:6][c:7]2[c:8]1[CH2:9][CH2:10][CH2:11][CH:12]([NH:15][CH2:16][c:17]1[cH:18][cH:19][cH:20][cH:21][cH:22]1)[CH2:13]2. Reactants: C1(=CC=CC=C1)CC(=O)NC1C(N(C1)C(C1=CC=C(C=C1)OCC1=CC=CC=C1)C(=O)OC)=O (3-(2-Phenylacetamido)-1-(α-methoxycarbonyl-4-benzyloxybenzyl)-2-azetidinone), [H][H] (hydrogen). The reagents and catalysts are [Pd] (palladium on carbon). The solvent is C(C)O (ethanol). The product is C1(=CC=CC=C1)CC(=O)NC1C(N(C1)C(C1=CC=C(C=C1)O)C(=O)OC)=O (3-(2-phenylacetamido)-1-(α-methoxycarbonyl-4-hydroxybenzyl)-2-azetidinone). Isolated yield 71.1%. Reaction SMILES: [C:1]1([CH2:7][C:8]([NH:10][CH:11]2[CH2:14][N:13]([CH:15]([C:30]([O:32][CH3:33])=[O:31])[C:16]3[CH:21]=[CH:20][C:19]([O:22]CC4C=CC=CC=4)=[CH:18][CH:17]=3)[C:12]2=[O:34])=[O:9])[CH:6]=[CH:5][CH:4]=[CH:3][CH:2]=1.[H][H]>C(O)C.[Pd]>[C:1]1([CH2:7][C:8]([NH:10][CH:11]2[CH2:14][N:13]([CH:15]([C:30]([O:32][CH3:33])=[O:31])[C:16]3[CH:17]=[CH:18][C:19]([OH:22])=[CH:20][CH:21]=3)[C:12]2=[O:34])=[O:9])[CH:6]=[CH:5][CH:4]=[CH:3][CH:2]=1. Procedure details: 3-(2-Phenylacetamido)-1-(α-methoxycarbonyl-4-benzyloxybenzyl)-2-azetidinone (70 mg) was dissolved in absolute ethanol (10 ml), and to the solution, there was added 10% palladium on carbon (30 mg). The mixture was subjected to catalytic reduction in a stream of hydrogen gas at ordinary temperature and ordinary atmospheric pressure. After a calculated volume of the hydrogen gas was absorbed into the mixture in the course of 3 hours, the catalyst was removed by filtration to give a filtrate, which ...